From a dataset of the Open Reaction Database (ORD), a public repository of structured organic reaction records. describe an organic reaction: reactants, conditions, products, and yield Reactants: CCOC(=O)c1nc2c(=O)[nH]c3cc(C(F)(F)F)ccc3n2c1CBr, O=C([O-])[O-], CC#N, Clc1nc[nH]c1Cl, [K+], [K+]. Yields the product CCOC(=O)c1nc2c(=O)[nH]c3cc(C(F)(F)F)ccc3n2c1Cn1cnc(Cl)c1Cl. As a reaction SMILES: [Br:1][CH2:2][c:3]1[c:4]([C:21](=[O:22])[O:23][CH2:24][CH3:25])[n:5][c:6]2[n:7]1[c:8]1[cH:9][cH:10][c:11]([C:17]([F:18])([F:19])[F:20])[cH:12][c:13]1[nH:14][c:15]2=[O:16].[C:33](=[O:34])([O-:35])[O-:36].[C:39](#[N:40])[CH3:41].[Cl:26][c:27]1[n:28][cH:29][nH:30][c:31]1[Cl:32].[K+:37].[K+:38]>>[CH2:2]([c:3]1[c:4]([C:21](=[O:22])[O:23][CH2:24][CH3:25])[n:5][c:6]2[n:7]1[c:8]1[cH:9][cH:10][c:11]([C:17]([F:18])([F:19])[F:20])[cH:12][c:13]1[nH:14][c:15]2=[O:16])[n:30]1[cH:29][n:28][c:27]([Cl:26])[c:31]1[Cl:32]. Starting materials: CN(C)C=O, NCCCCl, Cl, [H-], [Na+], Oc1cccc(CN2CCOCC2)c1. The product is NCCCOc1cccc(CN2CCOCC2)c1. As a reaction SMILES: [CH3:23][N:24]([CH3:25])[CH:26]=[O:27].[Cl:18][CH2:19][CH2:20][CH2:21][NH2:22].[ClH:17].[H-:1].[Na+:2].[O:3]1[CH2:4][CH2:5][N:6]([CH2:9][c:10]2[cH:11][c:12]([OH:16])[cH:13][cH:14][cH:15]2)[CH2:7][CH2:8]1>>[O:3]1[CH2:4][CH2:5][N:6]([CH2:9][c:10]2[cH:11][c:12]([O:16][CH2:19][CH2:20][CH2:21][NH2:22])[cH:13][cH:14][cH:15]2)[CH2:7][CH2:8]1. The reactants are C1(CCCCC1)C=C1C(=O)OCC1 (2-(Cyclohexyl-methylene)-γ-butyrolactone), [BH4-].[Na+] (sodium borohydride). The reagents and catalysts are [Ni](Cl)Cl (nickel(II) chloride). The solvent is CO (methanol). Run at temperature 0 celsius, time 30 minute. Yields the product C1(CCCCC1)CC1C(=O)OCC1 (2-(Cyclohexyl-methyl)-γ-butyrolactone). Isolated yield 77.3%. Reaction SMILES: [CH:1]1([CH:7]=[C:8]2[CH2:13][CH2:12][O:11][C:9]2=[O:10])[CH2:6][CH2:5][CH2:4][CH2:3][CH2:2]1.[BH4-].[Na+]>[Ni](Cl)Cl.CO>[CH:1]1([CH2:7][CH:8]2[CH2:13][CH2:12][O:11][C:9]2=[O:10])[CH2:2][CH2:3][CH2:4][CH2:5][CH2:6]1 |f:1.2|. Reported procedure: 2-(Cyclohexyl-methylene)-γ-butyrolactone (8.90 g) was added fast to a mixture of nickel(II) chloride (1.76 g) and methanol (30 mL) at room temperature. The obtained reaction mixture was cooled to 0° C., stirred at this temperature for 30 min and then treated portionwise with sodium borohydride (5.60 g). Upon completion of the addition, the mixture was stirred for 1 h at room temperature and then quenched by pouring onto a mixture of ice and 10% aqueous hydrochloric acid. The formed organic phase... Reactants: FC1=CC=C(C=C1)C1=NOC(=C1/C=C/C=1C=C(N(N1)C)C(=O)O)C (5-{(E)-2-[3-(4-fluoro-phenyl)-5-methyl-isoxazol-4-yl]-vinyl}-2-methyl-2H-pyrazole-3-carboxylic acid), N (ammonia). Yields the product FC1=CC=C(C=C1)C1=NOC(=C1/C=C/C=1C=C(N(N1)C)C(=O)N)C (5-{(E)-2-[3-(4-Fluoro-phenyl)-5-methyl-isoxazol-4-yl]vinyl}-2-methyl-2H-pyrazole-3-carboxylic acid amide). The yield is 60.0%. As a reaction SMILES: [F:1][C:2]1[CH:7]=[CH:6][C:5]([C:8]2[C:12](/[CH:13]=[CH:14]/[C:15]3[CH:16]=[C:17]([C:21]([OH:23])=O)[N:18]([CH3:20])[N:19]=3)=[C:11]([CH3:24])[O:10][N:9]=2)=[CH:4][CH:3]=1.[NH3:25]>>[F:1][C:2]1[CH:7]=[CH:6][C:5]([C:8]2[C:12](/[CH:13]=[CH:14]/[C:15]3[CH:16]=[C:17]([C:21]([NH2:25])=[O:23])[N:18]([CH3:20])[N:19]=3)=[C:11]([CH3:24])[O:10][N:9]=2)=[CH:4][CH:3]=1. Procedure details: As described for example 122, 5-{(E)-2-[3-(4-fluoro-phenyl)-5-methyl-isoxazol-4-yl]-vinyl}-2-methyl-2H-pyrazole-3-carboxylic acid was converted, using ammonia instead of isopropylamine, to the title compound (19 mg, 60%) which was obtained as a white solid. MS: m/e=327.2 [M+H]+. Starting materials: FC1=CC=C(C=CCCl)C=C1 (4-fluoro-cinnamyl chloride), NC=1SC=2CCNCCC2N1 (2-amino-4,5,7,8-tetrahydro-6H-thiazolo[5,4-d]azepine). Solvent: C(Cl)(Cl)Cl (chloroform). Product: NC=1SC=2CCN(CCC2N1)CC=CC1=CC=C(C=C1)F (2-Amino-6-(3-(4-fluoro-phenyl)allyl)-4,5,7,8-tetrahydro-6H-thiazolo[5,4-d]azepine). The yield is 13.0%. Reaction SMILES: [F:1][C:2]1[CH:11]=[CH:10][C:5]([CH:6]=[CH:7][CH2:8]Cl)=[CH:4][CH:3]=1.[NH2:12][C:13]1[S:14][C:15]2[CH2:16][CH2:17][NH:18][CH2:19][CH2:20][C:21]=2[N:22]=1>C(Cl)(Cl)Cl>[NH2:12][C:13]1[S:14][C:15]2[CH2:16][CH2:17][N:18]([CH2:8][CH:7]=[CH:6][C:5]3[CH:10]=[CH:11][C:2]([F:1])=[CH:3][CH:4]=3)[CH2:19][CH2:20][C:21]=2[N:22]=1. Procedure: Prepared from 4-fluoro-cinnamyl chloride and 2 equivalents of 2-amino-4,5,7,8-tetrahydro-6H-thiazolo[5,4-d]azepine in chloroform. Yield: 13% of theory, Melting point: 142°-146° C. Product: C(C=C)N (allylamine), NC(C[Si](OCC)(OCC)OCC)C (beta-aminopropyl triethoxy silane). Reaction conditions: temperature 120 celsius, time 2.5 hour. Procedure details: A 200 ml. flask equipped with a stirrer, thermometer, dropping funnel, CO inlet tube and reflux condenser having a CO outlet tube, was flushed with carbon monoxide and charged with 1.9 milligrams of tetrarhodium dodecacarbonyl (2.5×10-6 mole), 0.027 gram of 1,5-cyclooctadiene (2.5×10-4 mole) and 60 ml. of xylene. While passing carbon monooxide through the flask at a rate of 10 ml./min., the mixture was heated to a temperature of 120° C. under stirring. To the mixture a mixture of 41 grams of tri... RXN SMILES: [CH:1]1[CH2:8][CH2:7]C=CCCC=1.[C]=O.[CH2:11]([O:13][SiH:14]([O:18][CH2:19][CH3:20])[O:15][CH2:16][CH3:17])[CH3:12].[CH2:21]([NH2:24])[CH:22]=[CH2:23]>[C-]#[O+].[C-]#[O+].[C-]#[O+].[C-]#[O+].[C-]#[O+].[C-]#[O+].[C-]#[O+].[C-]#[O+].[C-]#[O+].[C-]#[O+].[C-]#[O+].[C-]#[O+].[Rh].[Rh].[Rh].[Rh].C1(C)C(C)=CC=CC=1>[CH2:21]([NH2:24])[CH:22]=[CH2:23].[NH2:24][CH:8]([CH3:7])[CH2:1][Si:14]([O:18][CH2:19][CH3:20])([O:15][CH2:16][CH3:17])[O:13][CH2:11][CH3:12] |f:4.5.6.7.8.9.10.11.12.13.14.15.16.17.18.19,^3:8|. Reactants: C(C)O[SiH](OCC)OCC (triethoxy silane), C(C=C)N (allylamine), [C]=O (carbon monooxide), C1=CCCC=CCC1 (1,5-cyclooctadiene). Run in C=1(C(=CC=CC1)C)C (xylene). The reagents and catalysts are [C-]#[O+].[C-]#[O+].[C-]#[O+].[C-]#[O+].[C-]#[O+].[C-]#[O+].[C-]#[O+].[C-]#[O+].[C-]#[O+].[C-]#[O+].[C-]#[O+].[C-]#[O+].[Rh].[Rh].[Rh].[Rh] (tetrarhodium dodecacarbonyl). Starting materials: CO, CN=C=O, NCc1ccco1. Product: CNC(=O)NCc1ccco1. RXN SMILES: [CH3:12][OH:13].[CH3:1][N:2]=[C:3]=[O:4].[o:5]1[c:6]([CH2:10][NH2:11])[cH:7][cH:8][cH:9]1>>[CH3:1][NH:2][C:3](=[O:4])[NH:11][CH2:10][c:6]1[o:5][cH:9][cH:8][cH:7]1.